Task: describe an organic reaction: reactants, conditions, products, and yield. Dataset: the Open Reaction Database (ORD), a public repository of structured organic reaction records Starting materials: C1COCCN1, C=O, CO, NC(=O)c1ccccc1. Product: O=C(NCN1CCOCC1)c1ccccc1. Reaction SMILES: [CH2:10]1[CH2:11][O:12][CH2:13][CH2:14][NH:15]1.[CH2:16]=[O:17].[CH3:18][OH:19].[NH2:1][C:2](=[O:3])[c:4]1[cH:5][cH:6][cH:7][cH:8][cH:9]1>>[NH:1]([C:2](=[O:3])[c:4]1[cH:5][cH:6][cH:7][cH:8][cH:9]1)[CH2:16][N:15]1[CH2:10][CH2:11][O:12][CH2:13][CH2:14]1. The reactants are CC1=[N+](C2=CC=C(C=C2C1(C)C)S(=O)(=O)[O-])CCCS(=O)(=O)[O-].[Na+] (Sodium 2,3,3-Trimethyl-1-(3-sulfonatopropyl)-3H-indolium-5-sulfonate), C1CCS(=O)(=O)OC1 (1,4-butanesultone). Yields the product CC1=[N+](C2=CC=C(C=C2C1(C)C)S(=O)(=O)[O-])CCC(C)S(=O)(=O)[O-].[Na+] (Sodium 2,3,3-Trimethyl-1-(3-sulfonatobutyl)-3H-indolium-5-sulfonate). RXN SMILES: [CH3:1][C:2]1[C:10]([CH3:12])([CH3:11])[C:9]2[C:4](=[CH:5][CH:6]=[C:7]([S:13]([O-:16])(=[O:15])=[O:14])[CH:8]=2)[N+:3]=1[CH2:17][CH2:18][CH2:19][S:20]([O-:23])(=[O:22])=[O:21].[Na+:24].[CH2:25]1COS(=O)(=O)CC1>>[CH3:1][C:2]1[C:10]([CH3:11])([CH3:12])[C:9]2[C:4](=[CH:5][CH:6]=[C:7]([S:13]([O-:16])(=[O:15])=[O:14])[CH:8]=2)[N+:3]=1[CH2:17][CH2:18][CH:19]([S:20]([O-:23])(=[O:22])=[O:21])[CH3:25].[Na+:24] |f:0.1,3.4|. Procedure: Compound 38 is prepared analogously to compound 4 (Example 4), except that 1,4-butanesultone is used as a starting material. Starting materials: S(=O)(Cl)Cl (thionyl chloride), C(CCCCCCC)C=1C=NC(=NC1)C1=CC=C(C(=O)O)C=C1 (4-(5-octyl-2-pyrimidinyl)benzoic acid). Reagents/catalysts: CN(C=O)C (dimethylformamide). Solvent: C(Cl)(Cl)(Cl)Cl (CCl4). Product: C(CCCCCCC)C=1C=NC(=NC1)C1=CC=C(C(=O)Cl)C=C1 (4-(5-octyl-2-pyrimidinyl)benzoic acid chloride). Reaction SMILES: S(Cl)([Cl:3])=O.[CH2:5]([C:13]1[CH:14]=[N:15][C:16]([C:19]2[CH:27]=[CH:26][C:22]([C:23](O)=[O:24])=[CH:21][CH:20]=2)=[N:17][CH:18]=1)[CH2:6][CH2:7][CH2:8][CH2:9][CH2:10][CH2:11][CH3:12]>CN(C)C=O.C(Cl)(Cl)(Cl)Cl>[CH2:5]([C:13]1[CH:14]=[N:15][C:16]([C:19]2[CH:27]=[CH:26][C:22]([C:23]([Cl:3])=[O:24])=[CH:21][CH:20]=2)=[N:17][CH:18]=1)[CH2:6][CH2:7][CH2:8][CH2:9][CH2:10][CH2:11][CH3:12]. Procedure: 10 ml of CCl4, 5 ml of thionyl chloride and one drop of dimethylformamide were added to 2.0 g of 4-(5-octyl-2-pyrimidinyl)benzoic acid. The mixture was refluxed for 3 hours under stirring. The solvent was distilled off initially under normal pressure and then under reduced pressure. As a result, 2.2 g of 4-(5-octyl-2-pyrimidinyl)benzoic acid chloride was obtained in the form of a colorless plate-form crystal. 1.2 g of the thus obtained 4-(5-octyl-2-pyrimidinyl)benzoic acid chloride was dissolved... The reactants are CCCC[SnH](CCCC)CCCC, Cc1ccccc1, CC(C)(C#N)N=NC(C)(C)C#N, Cc1cc(-c2nnn(C)n2)cc(C)c1OCCCn1cnc(COC(=S)Oc2ccccc2)n1. Product: Cc1ncn(CCCOc2c(C)cc(-c3nnn(C)n3)cc2C)n1. RXN SMILES: [CH2:47]([SnH:48]([CH2:49][CH2:50][CH2:51][CH3:52])[CH2:53][CH2:54][CH2:55][CH3:56])[CH2:57][CH2:58][CH3:59].[CH3:60][c:61]1[cH:62][cH:63][cH:64][cH:65][cH:66]1.[N:35]#[C:36][C:37]([N:38]=[N:39][C:40]([C:41]#[N:42])([CH3:43])[CH3:44])([CH3:45])[CH3:46].[O:1]([C:2]([O:3][CH2:11][c:12]1[n:13][cH:14][n:15]([CH2:17][CH2:18][CH2:19][O:20][c:21]2[c:22]([CH3:34])[cH:23][c:24](-[c:28]3[n:29][n:30][n:31]([CH3:33])[n:32]3)[cH:25][c:26]2[CH3:27])[n:16]1)=[S:4])[c:5]1[cH:6][cH:7][cH:8][cH:9][cH:10]1>>[CH3:11][c:12]1[n:13][cH:14][n:15]([CH2:17][CH2:18][CH2:19][O:20][c:21]2[c:22]([CH3:34])[cH:23][c:24](-[c:28]3[n:29][n:30][n:31]([CH3:33])[n:32]3)[cH:25][c:26]2[CH3:27])[n:16]1. Starting materials: [H][H] (hydrogen), C=O (paraformaldehyde), [H-].[Na+] (Sodium hydride), C(C)(C)O (isopropyl alcohol), Cl.ClC1=C(C(=CC=C1)Cl)C1=NOC(=C1)C1=NC=CC(=C1)N (2-(3-(2,6-dichlorophenyl)isoxazol-5-yl)pyridin-4-amine hydrochloride). Run in O (water). Reaction conditions: time 5 hour. The product is ClC1=C(C(=CC=C1)Cl)C1=NOC(=C1)C1=NC=CC(=C1)NCOC(C)C (2-(3-(2,6-dichlorophenyl)isoxazol-5-yl)-N-(isopropoxymethyl)pyridin-4-amine). RXN SMILES: [H-].[Na+].[H][H].Cl.[Cl:6][C:7]1[CH:12]=[CH:11][CH:10]=[C:9]([Cl:13])[C:8]=1[C:14]1[CH:18]=[C:17]([C:19]2[CH:24]=[C:23]([NH2:25])[CH:22]=[CH:21][N:20]=2)[O:16][N:15]=1.[CH2:26]=O.[CH:28]([OH:31])([CH3:30])[CH3:29]>O>[Cl:13][C:9]1[CH:10]=[CH:11][CH:12]=[C:7]([Cl:6])[C:8]=1[C:14]1[CH:18]=[C:17]([C:19]2[CH:24]=[C:23]([NH:25][CH2:26][O:31][CH:28]([CH3:30])[CH3:29])[CH:22]=[CH:21][N:20]=2)[O:16][N:15]=1 |f:0.1,3.4|. Procedure: Sodium hydride (120 mg, 2.9 mmol) was added slowly to isopropyl alcohol (15 mL) at 0° C. Once the evolution of hydrogen ceased 2-(3-(2,6-dichlorophenyl)isoxazol-5-yl)pyridin-4-amine hydrochloride (200 mg, 0.58 mmol) and paraformaldehyde (147 mg, 1.64 mmol) added. The resulting mixture was stirred at room temperature for 5 h and hydrolyzed with ice-cooled water and extracted with ethyl acetate. The organic extracts were washed with water, then dried over anhydrous sodium sulfate, filtered and con... Reactants: C[O-], CN(C)C=O, [Na+], O=C(Nc1ccccc1O)c1cccnc1Cl. Yields the product O=C1Nc2ccccc2Oc2ncccc21. As a reaction SMILES: [CH3:18][O-:19].[CH3:21][N:22]([CH3:23])[CH:24]=[O:25].[Na+:20].[OH:1][c:2]1[c:3]([NH:8][C:9](=[O:10])[c:11]2[c:12]([Cl:17])[n:13][cH:14][cH:15][cH:16]2)[cH:4][cH:5][cH:6][cH:7]1>>[O:1]1[c:2]2[c:3]([cH:4][cH:5][cH:6][cH:7]2)[NH:8][C:9](=[O:10])[c:11]2[c:12]1[n:13][cH:14][cH:15][cH:16]2.